describe an organic reaction: reactants, conditions, products, and yield From a dataset of the Open Reaction Database (ORD), a public repository of structured organic reaction records. Isolated yield 83.8%. Product: ClC=1C(=C(C2=C(OC[C@@H](O2)COS(=O)(=O)C2=CC=C(C=C2)C)C1)CC(=O)O)[N+](=O)[O-] ((R)-(7-Chloro-6-nitro-3-(toluene-4-sulfonyloxymethyl)-2,3-dihydro-benzo(1,4)dioxin-5-yl)-acetic acid). Reaction SMILES: [Cl:1][C:2]1[CH:3]=[C:4]([CH2:24][C:25]([OH:27])=[O:26])[C:5]2[O:10][C@@H:9]([CH2:11][O:12][S:13]([C:16]3[CH:21]=[CH:20][C:19]([CH3:22])=[CH:18][CH:17]=3)(=[O:15])=[O:14])[CH2:8][O:7][C:6]=2[CH:23]=1.[N+:28]([O-])([OH:30])=[O:29]>ClC(Cl)C.C(Cl)Cl>[Cl:1][C:2]1[C:3]([N+:28]([O-:30])=[O:29])=[C:4]([CH2:24][C:25]([OH:27])=[O:26])[C:5]2[O:10][C@@H:9]([CH2:11][O:12][S:13]([C:16]3[CH:17]=[CH:18][C:19]([CH3:22])=[CH:20][CH:21]=3)(=[O:15])=[O:14])[CH2:8][O:7][C:6]=2[CH:23]=1. Solvent: ClC(C)Cl (dichloroethane), ClC(C)Cl (dichloroethane), C(Cl)Cl (methylene chloride). Conditions: time 8 hour. Procedure: To 3.0 g (7.3 mmole) of (R)-(7-chloro-3-(toluene-4-sulfonyloxymethyl)-2,3-dihydro-benzo(1,4)dioxin-5-yl)-acetic acid in 50 of dichloroethane in an ice/water bath was added a solution of 3.6 ml (85 mmole) of nitric acid (sp. gr. 1.49) in 50 ml of dichloroethane. The mixture was allowed to come to room temperature and stir overnight. Ice was added to quench the reaction and the mixture was diluted to 300 ml with methylene chloride, washed with water and with saturated brine and dried over sodium s... The reactants are ClC=1C=C(C2=C(OC[C@@H](O2)COS(=O)(=O)C2=CC=C(C=C2)C)C1)CC(=O)O ((R)-(7-chloro-3-(toluene-4-sulfonyloxymethyl)-2,3-dihydro-benzo(1,4)dioxin-5-yl)-acetic acid), [N+](=O)(O)[O-] (nitric acid).